From a dataset of the Open Reaction Database (ORD), a public repository of structured organic reaction records. describe an organic reaction: reactants, conditions, products, and yield The reactants are SCCS, Cc1c(Cl)nnc(C(=O)c2ccccc2)c1C, ClCCl. Yields the product Cc1c(Cl)nnc(C2(c3ccccc3)SCCS2)c1C. RXN SMILES: [CH2:18]([CH2:19][SH:20])[SH:21].[Cl:1][c:2]1[c:3]([CH3:17])[c:4]([CH3:16])[c:5]([C:8](=[O:9])[c:10]2[cH:11][cH:12][cH:13][cH:14][cH:15]2)[n:6][n:7]1.[Cl:22][CH2:23][Cl:24]>>[Cl:1][c:2]1[c:3]([CH3:17])[c:4]([CH3:16])[c:5]([C:8]2([c:10]3[cH:11][cH:12][cH:13][cH:14][cH:15]3)[S:20][CH2:19][CH2:18][S:21]2)[n:6][n:7]1. As a reaction SMILES: ClC(Cl)([O:4][C:5](=O)[O:6]C(Cl)(Cl)Cl)Cl.[Cl:13][C:14]1[CH:15]=[C:16]([C:21]2([C:34]([F:37])([F:36])[F:35])[O:25][N:24]=[C:23]([C:26]3[CH:27]=[CH:28][C:29]([Cl:33])=[C:30]([CH:32]=3)[NH2:31])[CH2:22]2)[CH:17]=[C:18]([Cl:20])[CH:19]=1.O1CCCC1.[C:43]1([CH3:49])[CH:48]=CC=C[CH:44]=1>>[Cl:33][C:29]1[CH:28]=[CH:27][C:26]([C:23]2[CH2:22][C:21]([C:16]3[CH:17]=[C:18]([Cl:20])[CH:19]=[C:14]([Cl:13])[CH:15]=3)([C:34]([F:36])([F:35])[F:37])[O:25][N:24]=2)=[CH:32][C:30]=1[NH:31][C:5](=[O:4])[O:6][C:43]([CH3:49])([CH3:48])[CH3:44]. Starting materials: O1CCCC1 (tetrahydrofuran), C1(=CC=CC=C1)C (toluene), ClC=1C=C(C=C(C1)Cl)C1(CC(=NO1)C=1C=CC(=C(N)C1)Cl)C(F)(F)F (5-[5-(3,5-dichlorophenyl)-5-trifluoromethyl-4,5-dihydroisoxazol-3-yl]-2-chloroaniline), ClC(Cl)(OC(OC(Cl)(Cl)Cl)=O)Cl (Triphosgene), C1(=CC=CC=C1)C (toluene), C1(=CC=CC=C1)C (toluene). Run at temperature 80 celsius, time 1 hour. The product is ClC1=C(C=C(C=C1)C1=NOC(C1)(C(F)(F)F)C1=CC(=CC(=C1)Cl)Cl)NC(OC(C)(C)C)=O (tert-butyl {2-chloro-5-[5-(3,5-dichlorophenyl)-5-trifluoromethyl-4,5-dihydroisoxazol-3-yl]phenyl}carbamate). Reported procedure: Triphosgene (6.3 g) was dissolved in toluene (50 mL), and thereto was added dropwise a solution of 5-[5-(3,5-dichlorophenyl)-5-trifluoromethyl-4,5-dihydroisoxazol-3-yl]-2-chloroaniline (8.7 g) obtained by Reference Production Example 20 in toluene (50 mL) and tetrahydrofuran (10 mL) at room temperature. To the reaction solution was added toluene (50 mL), and the mixture was stirred at 80° C. for 1 hour. After cooling to room temperature, the reaction mixture was concentrated under reduced pressu... Product: CCOC(=O)c1cc2c(N)cccc2n1C. Reactants: C, CO, CCOC(=O)c1cc2c([N+](=O)[O-])cccc2n1C, C1CCOC1, [Pd]. Reaction SMILES: [C:24].[CH3:26][OH:27].[CH3:6][n:7]1[c:8]([C:19](=[O:20])[O:21][CH2:22][CH3:23])[cH:9][c:10]2[c:11]([N+:16]([O-:17])=[O:18])[cH:12][cH:13][cH:14][c:15]12.[O:1]1[CH2:2][CH2:3][CH2:4][CH2:5]1.[Pd:25]>>[CH3:6][n:7]1[c:8]([C:19](=[O:20])[O:21][CH2:22][CH3:23])[cH:9][c:10]2[c:11]([NH2:16])[cH:12][cH:13][cH:14][c:15]12.